From a dataset of the Open Reaction Database (ORD), a public repository of structured organic reaction records. describe an organic reaction: reactants, conditions, products, and yield Starting materials: CC(C)(C)OC(=O)CC(CCCC1CCCCC1)c1nc(CC(=O)N2CCCC2)no1, O=C(O)C(F)(F)F. Product: O=C(O)CC(CCCC1CCCCC1)c1nc(CC(=O)N2CCCC2)no1. As a reaction SMILES: [CH:1]1([CH2:7][CH2:8][CH2:9][CH:10]([CH2:11][C:12](=[O:13])[O:14][C:15]([CH3:16])([CH3:17])[CH3:18])[c:19]2[n:20][c:21]([CH2:24][C:25]([N:26]3[CH2:27][CH2:28][CH2:29][CH2:30]3)=[O:31])[n:22][o:23]2)[CH2:2][CH2:3][CH2:4][CH2:5][CH2:6]1.[OH:32][C:33]([C:34]([F:35])([F:36])[F:37])=[O:38]>>[CH:1]1([CH2:7][CH2:8][CH2:9][CH:10]([CH2:11][C:12](=[O:13])[OH:14])[c:19]2[n:20][c:21]([CH2:24][C:25]([N:26]3[CH2:27][CH2:28][CH2:29][CH2:30]3)=[O:31])[n:22][o:23]2)[CH2:2][CH2:3][CH2:4][CH2:5][CH2:6]1. The reactants are CCCCC (pentane), ClCC(=O)C=1C=NC(=CC1)N1C(=CC=C1C)C (2-Chloro-1-[6-(2,5-dimethylpyrrol-1-yl)pyridin-3-yl]ethanone), [OH-].[Na+] (NaOH), [BH4-].[Na+] (sodium borohydride). The solvent is C1CCOC1 (THF). Reaction conditions: temperature 0 celsius, time 2 hour. Yields the product CC=1N(C(=CC1)C)C1=NC=C(C=C1)C1OC1 (2-(2,5-dimethylpyrrol-1-yl)-5-oxiranylpyridine). The yield is 77.8%. RXN SMILES: Cl[CH2:2][C:3]([C:5]1[CH:6]=[N:7][C:8]([N:11]2[C:15]([CH3:16])=[CH:14][CH:13]=[C:12]2[CH3:17])=[CH:9][CH:10]=1)=[O:4].[BH4-].[Na+].[OH-].[Na+].CCCCC>C1COCC1>[CH3:17][C:12]1[N:11]([C:8]2[CH:9]=[CH:10][C:5]([CH:3]3[CH2:2][O:4]3)=[CH:6][N:7]=2)[C:15]([CH3:16])=[CH:14][CH:13]=1 |f:1.2,3.4|. Procedure: To the ketone from example 39 (1.34 g, 5.4 mmol) dissolved in dry THF (20 ml), cooled to 0° C., was added sodium borohydride (308 mg, 8.1 mmol) portionwise. The reaction mixture was stirred for 2 hours then 3M NaOH (aq) (10 ml) was added and stirring continued for a further 16 hours. The reaction mixture was extracted with ethyl acetate (2×29 ml) and the combined organic extracts washed with brine (5 ml), dried over anhydrous magnesium sulphate, filtered and concentrated in vacuo. The residue wa... Reactants: CC(Cc1ccc(O)c(O)c1)(NN)C(=O)O, CC(=O)Cl, CCOC(C)=O, O, OC1CCCCC1. Yields the product CC(Cc1ccc(O)c(O)c1)(NN)C(=O)OC1CCCCC1. Reaction SMILES: [CH3:13][C:14]([CH2:15][c:16]1[cH:17][cH:18][c:19]([OH:20])[c:21]([OH:22])[cH:23]1)([NH:24][NH2:25])[C:26]([OH:27])=[O:28].[CH3:1][C:2](=[O:3])[Cl:4].[CH3:29][CH2:30][O:31][C:32](=[O:33])[CH3:34].[OH2:12].[OH:5][CH:6]1[CH2:7][CH2:8][CH2:9][CH2:10][CH2:11]1>>[CH:6]1([O:27][C:26]([C:14]([CH3:13])([CH2:15][c:16]2[cH:17][cH:18][c:19]([OH:20])[c:21]([OH:22])[cH:23]2)[NH:24][NH2:25])=[O:28])[CH2:7][CH2:8][CH2:9][CH2:10][CH2:11]1. The reactants are CC(c1ccc(Br)cc1)N1CCC(CC(C)(C)C#N)(c2ccc(F)cc2)OC1=O, O=c1ccc(B(O)O)c[nH]1. Product: CC(c1ccc(-c2ccc(=O)[nH]c2)cc1)N1CCC(CC(C)(C)C#N)(c2ccc(F)cc2)OC1=O. As a reaction SMILES: [Br:1][c:2]1[cH:3][cH:4][c:5]([CH:8]([CH3:9])[N:10]2[C:11](=[O:29])[O:12][C:13]([c:16]3[cH:17][cH:18][c:19]([F:22])[cH:20][cH:21]3)([CH2:23][C:24]([C:25]#[N:26])([CH3:27])[CH3:28])[CH2:14][CH2:15]2)[cH:6][cH:7]1.[O:30]=[c:31]1[nH:32][cH:33][c:34]([B:37]([OH:38])[OH:39])[cH:35][cH:36]1>>[c:2]1(-[c:34]2[cH:33][nH:32][c:31](=[O:30])[cH:36][cH:35]2)[cH:3][cH:4][c:5]([CH:8]([CH3:9])[N:10]2[C:11](=[O:29])[O:12][C:13]([c:16]3[cH:17][cH:18][c:19]([F:22])[cH:20][cH:21]3)([CH2:23][C:24]([C:25]#[N:26])([CH3:27])[CH3:28])[CH2:14][CH2:15]2)[cH:6][cH:7]1. Starting materials: CCC1NC(=O)NC1C(=O)O, Fc1ccccc1, O. Yields the product CCC1NC(=O)NC1C(=O)c1ccc(F)cc1. Reaction SMILES: [CH2:1]([CH3:2])[CH:3]1[NH:4][C:5](=[O:11])[NH:6][CH:7]1[C:8](=[O:9])[OH:10].[F:12][c:13]1[cH:14][cH:15][cH:16][cH:17][cH:18]1.[OH2:19]>>[CH2:1]([CH3:2])[CH:3]1[NH:4][C:5](=[O:11])[NH:6][CH:7]1[C:8](=[O:10])[c:16]1[cH:15][cH:14][c:13]([F:12])[cH:18][cH:17]1. Reactants: COC(=O)C=1NC2=CC=CC(=C2C1)F (4-fluoro-1H-indole-2-carboxylic acid methyl ester), BrCC1=CC=CC2=CC=CC=C12 (1-bromomethyl-naphthalene). Yields the product FC1=C2C=C(N(C2=CC=C1)CC1=CC=CC2=CC=CC=C12)C(=O)O (4-Fluoro-1-naphthalen-1-ylmethyl-1H-indole-2-carboxylic acid). RXN SMILES: C[O:2][C:3]([C:5]1[NH:6][C:7]2[C:12]([CH:13]=1)=[C:11]([F:14])[CH:10]=[CH:9][CH:8]=2)=[O:4].Br[CH2:16][C:17]1[C:26]2[C:21](=[CH:22][CH:23]=[CH:24][CH:25]=2)[CH:20]=[CH:19][CH:18]=1>>[F:14][C:11]1[CH:10]=[CH:9][CH:8]=[C:7]2[C:12]=1[CH:13]=[C:5]([C:3]([OH:2])=[O:4])[N:6]2[CH2:16][C:17]1[C:26]2[C:21](=[CH:22][CH:23]=[CH:24][CH:25]=2)[CH:20]=[CH:19][CH:18]=1. Procedure details: Using general procedure B, 4-fluoro-1H-indole-2-carboxylic acid methyl ester was coupled with 1-bromomethyl-naphthalene and the product obtained was hydrolyzed to give the title compound as a pale yellow solid. MS: 318.1 ([M−H]−). The reactants are C(C1=CC=C(C=C1)SSC1=CC=C(C(=O)OC)C=C1)(=O)OC (dimethyl 4,4'-dithiobis[benzoate]), C(O)CN (ethanolamine). Reported procedure: A mixture of 16.5 g of dimethyl 4,4'-dithiobis[benzoate] [Werbel et al., J. Heterocycl. Chem. 17, 497 (1980)] and 13.0 g of ethanolamine was heated at 140° C. while collecting the methanol which distilled from the reaction. After evolution of methanol had ceased, the reaction mixture was cooled and acidified with dilute hydrochloric acid. The solid product which formed was collected and dried to give 13.3 g of N,N'-bis(2-hydroxyethyl)-4,4'-dithiobis[benzamide], used directly in the next reaction... The product is OCCNC(C1=CC=C(C=C1)SSC1=CC=C(C(=O)NCCO)C=C1)=O (N,N'-bis(2-hydroxyethyl)-4,4'-dithiobis[benzamide]). As a reaction SMILES: [C:1]([O:21]C)(=O)[C:2]1[CH:7]=[CH:6][C:5]([S:8][S:9][C:10]2[CH:19]=[CH:18][C:13]([C:14]([O:16]C)=O)=[CH:12][CH:11]=2)=[CH:4][CH:3]=1.[CH2:23]([CH2:25][NH2:26])[OH:24]>>[OH:24][CH2:23][CH2:25][NH:26][C:14](=[O:16])[C:13]1[CH:12]=[CH:11][C:10]([S:9][S:8][C:5]2[CH:4]=[CH:3][C:2]([C:1]([NH:26][CH2:25][CH2:23][OH:24])=[O:21])=[CH:7][CH:6]=2)=[CH:19][CH:18]=1. Isolated yield 68.7%. Reaction conditions: temperature 140 celsius.